From a dataset of the Open Reaction Database (ORD), a public repository of structured organic reaction records. describe an organic reaction: reactants, conditions, products, and yield Reactants: C(C)(=O)O (Acetyl alcohol), C(C)(=O)[O-].[Na+] (sodium acetate), C(CCC)N1C(=NC(=C1)C1=CC=CC=C1)I (1-Butyl-2-iodo-4-phenyl-1H-imidazole). Run in O (H2O), C=O (formaldehyde). The product is C(CCC)N1C(NC(=C1CO)C1=CC=CC=C1)I ((1-butyl-2-iodo-4-phenyl-3H-imidazol-5-yl)-methanol). As a reaction SMILES: [CH2:1]([N:5]1[CH:9]=[C:8]([C:10]2[CH:15]=[CH:14][CH:13]=[CH:12][CH:11]=2)[N:7]=[C:6]1[I:16])[CH2:2][CH2:3][CH3:4].[C:17](O)(=[O:19])C.C([O-])(=O)C.[Na+]>C=O.O>[CH2:1]([N:5]1[C:9]([CH2:17][OH:19])=[C:8]([C:10]2[CH:11]=[CH:12][CH:13]=[CH:14][CH:15]=2)[NH:7][CH:6]1[I:16])[CH2:2][CH2:3][CH3:4] |f:2.3|. Procedure: 1-Butyl-2-iodo-4-phenyl-1H-imidazole (3.26 g) is dissolved in formaldehyde (16.1 mL). Acetyl alcohol (5.5 mL) and sodium acetate (20 g) are added to the solution and the mixture is refluxed under N2 for 4 hours. The reaction mixture is diluted with H2O, adjusted to pH 9, extracted with ethyl acetate, and dried over Na2SO4. Concentration and purification of the extract via flash chromatography yields (1-butyl-2-iodo-4-phenyl-3H-imidazol-5-yl)-methanol. Reactants: CCOC=O, C=CC(N)Cc1ccccc1. The product is C=CC(Cc1ccccc1)NC=O. Reaction SMILES: [CH:12](=[O:13])[O:14][CH2:15][CH3:16].[NH2:1][CH:2]([CH:3]=[CH2:4])[CH2:5][c:6]1[cH:7][cH:8][cH:9][cH:10][cH:11]1>>[NH:1]([CH:2]([CH:3]=[CH2:4])[CH2:5][c:6]1[cH:7][cH:8][cH:9][cH:10][cH:11]1)[CH:12]=[O:13].